Task: describe an organic reaction: reactants, conditions, products, and yield. Dataset: the Open Reaction Database (ORD), a public repository of structured organic reaction records Reactants: CC(C)COC1C(NC(c2ccccc2)(c2ccccc2)c2ccccc2)C(=O)N1[Si](C)(C)C(C)(C)C, CC(=O)O, CCCC[N+](CCCC)(CCCC)CCCC, [F-], C1CCOC1. The product is CC(C)COC1NC(=O)C1NC(c1ccccc1)(c1ccccc1)c1ccccc1. RXN SMILES: [C:1]([Si:2]([CH3:3])([CH3:4])[N:6]1[C:7](=[O:35])[CH:8]([NH:15][C:16]([c:17]2[cH:18][cH:19][cH:20][cH:21][cH:22]2)([c:23]2[cH:24][cH:25][cH:26][cH:27][cH:28]2)[c:29]2[cH:30][cH:31][cH:32][cH:33][cH:34]2)[CH:9]1[O:10][CH2:11][CH:12]([CH3:13])[CH3:14])([CH3:5])([CH3:36])[CH3:37].[CH3:38][C:39](=[O:40])[OH:41].[CH3:43][CH2:44][CH2:45][CH2:46][N+:47]([CH2:48][CH2:49][CH2:50][CH3:51])([CH2:52][CH2:53][CH2:54][CH3:55])[CH2:56][CH2:57][CH2:58][CH3:59].[F-:42].[O:60]1[CH2:61][CH2:62][CH2:63][CH2:64]1>>[NH:6]1[C:7](=[O:35])[CH:8]([NH:15][C:16]([c:17]2[cH:18][cH:19][cH:20][cH:21][cH:22]2)([c:23]2[cH:24][cH:25][cH:26][cH:27][cH:28]2)[c:29]2[cH:30][cH:31][cH:32][cH:33][cH:34]2)[CH:9]1[O:10][CH2:11][CH:12]([CH3:13])[CH3:14]. Starting materials: O=C(CN1CCN(C(=O)c2cc(C(F)(F)F)cc(C(F)(F)F)c2)C(Cc2c[nH]c3ccccc23)C1)OCc1ccccc1, C1CCOC1. The product is O=C(O)CN1CCN(C(=O)c2cc(C(F)(F)F)cc(C(F)(F)F)c2)C(Cc2c[nH]c3ccccc23)C1. As a reaction SMILES: [CH2:1]([c:2]1[cH:3][cH:4][cH:5][cH:6][cH:7]1)[O:8][C:9](=[O:10])[CH2:11][N:12]1[CH2:13][CH:14]([CH2:34][c:35]2[cH:36][nH:37][c:38]3[cH:39][cH:40][cH:41][cH:42][c:43]23)[N:15]([C:18]([c:19]2[cH:20][c:21]([C:29]([F:30])([F:31])[F:32])[cH:22][c:23]([C:25]([F:26])([F:27])[F:28])[cH:24]2)=[O:33])[CH2:16][CH2:17]1.[O:44]1[CH2:45][CH2:46][CH2:47][CH2:48]1>>[O:8]=[C:9]([OH:10])[CH2:11][N:12]1[CH2:13][CH:14]([CH2:34][c:35]2[cH:36][nH:37][c:38]3[cH:39][cH:40][cH:41][cH:42][c:43]23)[N:15]([C:18]([c:19]2[cH:20][c:21]([C:29]([F:30])([F:31])[F:32])[cH:22][c:23]([C:25]([F:26])([F:27])[F:28])[cH:24]2)=[O:33])[CH2:16][CH2:17]1.